From a dataset of the Open Reaction Database (ORD), a public repository of structured organic reaction records. describe an organic reaction: reactants, conditions, products, and yield Procedure: A screw-capped tube is charged with 2-[(3-iodophenyl)(1-methylpiperidin-4-yloxy)methyl]benzothiazole (example 41, 190 mg), copper(I) iodide (4 mg), ethylene glycol (45 μL), potassium carbonate (173 mg), benzylamine (54 μL), and propan-2-ol (1 mL). The tube is evacuated, filled with argon and sealed. After stirring at 80° C. for 15 h, the mixture is diluted with ethyl acetate and water and the aqueous phase is extracted with ethyl acetate. The pooled organic extracts are dried over magnesium sulf... Starting materials: IC=1C=C(C=CC1)C(C=1SC2=C(N1)C=CC=C2)OC2CCN(CC2)C (2-[(3-iodophenyl)(1-methylpiperidin-4-yloxy)methyl]benzothiazole), C(CO)O (ethylene glycol), C([O-])([O-])=O.[K+].[K+] (potassium carbonate), C(C1=CC=CC=C1)N (benzylamine). Reaction SMILES: I[C:2]1[CH:3]=[C:4]([CH:8]([O:18][CH:19]2[CH2:24][CH2:23][N:22]([CH3:25])[CH2:21][CH2:20]2)[C:9]2[S:10][C:11]3[CH:17]=[CH:16][CH:15]=[CH:14][C:12]=3[N:13]=2)[CH:5]=[CH:6][CH:7]=1.C(O)CO.C(=O)([O-])[O-].[K+].[K+].[CH2:36]([NH2:43])[C:37]1[CH:42]=[CH:41][CH:40]=[CH:39][CH:38]=1>[Cu]I.CC(O)C>[S:10]1[C:11]2[CH:17]=[CH:16][CH:15]=[CH:14][C:12]=2[N:13]=[C:9]1[CH:8]([O:18][CH:19]1[CH2:24][CH2:23][N:22]([CH3:25])[CH2:21][CH2:20]1)[C:4]1[CH:3]=[C:2]([NH:43][CH2:36][C:37]2[CH:42]=[CH:41][CH:40]=[CH:39][CH:38]=2)[CH:7]=[CH:6][CH:5]=1 |f:2.3.4|. Conditions: temperature 80 celsius, time 15 hour. Solvent: CC(C)O (propan-2-ol). Product: S1C(=NC2=C1C=CC=C2)C(C=2C=C(C=CC2)NCC2=CC=CC=C2)OC2CCN(CC2)C ({3-[benzothiazol-2-yl(1-methylpiperidin-4-yloxy)methyl]phenyl}benzyl-amine), dioxalate. Reagents/catalysts: [Cu]I (copper(I) iodide). The reactants are COC(CCC1=CN(C2=CC=CC=C12)C(=O)OC(C)(C)C)=O (tert-butyl 3-(3-methoxy-3-oxopropyl)-1H-indole-1-carboxylate), [H-].[Al+3].[Li+].[H-].[H-].[H-] (lithium aluminum hydride). Run in O (water). Run at time 1 hour. The product is OCCCC1=CN(C2=CC=CC=C12)C(=O)OC(C)(C)C (tert-butyl 3-(3-hydroxypropyl)-1H-indole-1-carboxylate). Yield: 99.2%. Reaction SMILES: C[O:2][C:3](=O)[CH2:4][CH2:5][C:6]1[C:14]2[C:9](=[CH:10][CH:11]=[CH:12][CH:13]=2)[N:8]([C:15]([O:17][C:18]([CH3:21])([CH3:20])[CH3:19])=[O:16])[CH:7]=1.[H-].[Al+3].[Li+].[H-].[H-].[H-]>O>[OH:2][CH2:3][CH2:4][CH2:5][C:6]1[C:14]2[C:9](=[CH:10][CH:11]=[CH:12][CH:13]=2)[N:8]([C:15]([O:17][C:18]([CH3:21])([CH3:20])[CH3:19])=[O:16])[CH:7]=1 |f:1.2.3.4.5.6|. Procedure: To a stirring solution of tert-butyl 3-(3-methoxy-3-oxopropyl)-1H-indole-1-carboxylate (50 mg) was added lithium aluminum hydride (6 mg) at 0° C. After 1 hour, to the mixture was added water, and the resulting mixture was extracted with EtOAc. The organic layer was washed with brine, dried over anhydrous sodium sulfate, filtered and evaporated in vacuo. The residue was purified by silica gel column chromatography (n-hexane:EtOAc=5:1) to give tert-butyl 3-(3-hydroxypropyl)-1H-indole-1-carboxylate...